From a dataset of the Open Reaction Database (ORD), a public repository of structured organic reaction records. describe an organic reaction: reactants, conditions, products, and yield The reactants are CC1(OC2=C(N(C1)C(C=CC(=O)OCC)=O)C=C(C=C2)[N+](=O)[O-])C (ethyl 4-(3,4-dihydro-2,2-dimethyl-6-nitro-2H-1,4-benzoxazin-4-yl)-4-oxo-2-butenoate), CN (methylamine). Solvent: C(Cl)Cl (methylene chloride), CO (methanol). Reaction conditions: time 4 day. Yields the product CC1(OC2=C(N(C1)C(C(CC(=O)OCC)NC)=O)C=C(C=C2)[N+](=O)[O-])C (ethyl 4-(3,4-dihydro-2,2-dimethyl-6-nitro-2H-1,4-benzoxazin-4-yl)-3-methylamino-4-oxobutanoate). Yield: 36.6%. As a reaction SMILES: [CH3:1][C:2]1([CH3:24])[CH2:7][N:6]([C:8](=[O:16])[CH:9]=[CH:10][C:11]([O:13][CH2:14][CH3:15])=[O:12])[C:5]2[CH:17]=[C:18]([N+:21]([O-:23])=[O:22])[CH:19]=[CH:20][C:4]=2[O:3]1.[CH3:25][NH2:26]>C(Cl)Cl.CO>[CH3:24][C:2]1([CH3:1])[CH2:7][N:6]([C:8](=[O:16])[CH:9]([NH:26][CH3:25])[CH2:10][C:11]([O:13][CH2:14][CH3:15])=[O:12])[C:5]2[CH:17]=[C:18]([N+:21]([O-:23])=[O:22])[CH:19]=[CH:20][C:4]=2[O:3]1. Procedure: In 3 ml of methylene chloride was dissolved 0.5 g of ethyl 4-(3,4-dihydro-2,2-dimethyl-6-nitro-2H-1,4-benzoxazin-4-yl)-4-oxo-2-butenoate followed by addition of 0.116 g of methylamine in methanol. The mixture was stirred at room temperature for 4 days, at the end of which time the solvent was distilled off under reduced pressure. The residue was purified by silica gel column chromatography and the resulting crude crystals were washed with ethanol-hexane to give 0.2 g of ethyl 4-(3,4-dihydro-2,2-...